Task: describe an organic reaction: reactants, conditions, products, and yield. Dataset: the Open Reaction Database (ORD), a public repository of structured organic reaction records Starting materials: [Al+3].[Cl-].[Cl-].[Cl-] (AlCl3), C(=O)(C)Cl (AcCl), [N+](=O)([O-])C1=C(C=CC=C1)S(=O)(=O)N(CCC)CCCN1C=2C=CC=CC2C=2C3=C(C=CC12)C(CC3)=O (2-Nitro-N-[3-(3-oxo-2,3-dihydrocyclopenta[c]carbazol-6(1H)-yl)propyl]-N-propylbenzenesulfonamide). Run in O (water), C1(=CC=CC=C1)[N+](=O)[O-] (PhNO2). Run at time 40 minute. The product is C(C)(=O)C1=CC=2C=3C4=C(C=CC3N(C2C=C1)CCCN(S(=O)(=O)C1=C(C=CC=C1)[N+](=O)[O-])CCC)C(CC4)=O (N-[3-(9-Acetyl-3-oxo-2,3-dihydrocyclopenta[c]carbazol-6(1H)-yl)propyl]-2-nitro-N-propylbenzenesulfonamide). RXN SMILES: [N+:1]([C:4]1[CH:9]=[CH:8][CH:7]=[CH:6][C:5]=1[S:10]([N:13]([CH2:17][CH2:18][CH2:19][N:20]1[C:32]2[CH:31]=[CH:30][C:29]3[C:33](=[O:36])[CH2:34][CH2:35][C:28]=3[C:27]=2[C:26]2[CH:25]=[CH:24][CH:23]=[CH:22][C:21]1=2)[CH2:14][CH2:15][CH3:16])(=[O:12])=[O:11])([O-:3])=[O:2].[Al+3].[Cl-].[Cl-].[Cl-].[C:41](Cl)([CH3:43])=[O:42]>C1([N+]([O-])=O)C=CC=CC=1.O>[C:41]([C:24]1[CH:23]=[CH:22][C:21]2[N:20]([CH2:19][CH2:18][CH2:17][N:13]([CH2:14][CH2:15][CH3:16])[S:10]([C:5]3[CH:6]=[CH:7][CH:8]=[CH:9][C:4]=3[N+:1]([O-:3])=[O:2])(=[O:11])=[O:12])[C:32]3[CH:31]=[CH:30][C:29]4[C:33](=[O:36])[CH2:34][CH2:35][C:28]=4[C:27]=3[C:26]=2[CH:25]=1)(=[O:42])[CH3:43] |f:1.2.3.4|. Procedure details: Compound 47 (0.638 g, 1.26 mmol) was dissolved in PhNO2 (7 mL). The solution was cooled on an ice bath, AlCl3 (0.67 g, 5.02 mmol) and then AcCl (0.45 mL, 6.31 mmol) were added. The mixture was kept for 40 min (LC/MS monitoring), diluted with water. The product was extracted with CH2Cl2. The extract was evaporated. The residue was evaporated, and the product was passed through Celite, eluent: CH2Cl2-ethyl acetate 100:0→50:50. Yield of 48: 0.453 g (66%). Reactants: BrCCCc1cc2c(cc1OCc1ccccc1)CC(CCc1ccccc1)O2, CN(C)C=O, [H-], [Na+], N#Cc1ccc(O)cc1, O=C(O)CC(O)(CC(=O)O)C(=O)O. Product: N#Cc1ccc(OCCCc2cc3c(cc2OCc2ccccc2)CC(CCc2ccccc2)O3)cc1. As a reaction SMILES: [Br:12][CH2:13][CH2:14][CH2:15][c:16]1[cH:17][c:18]2[c:19]([cH:31][c:32]1[O:33][CH2:34][c:35]1[cH:36][cH:37][cH:38][cH:39][cH:40]1)[CH2:20][CH:21]([CH2:23][CH2:24][c:25]1[cH:26][cH:27][cH:28][cH:29][cH:30]1)[O:22]2.[CH3:54][N:55]([CH3:56])[CH:57]=[O:58].[H-:10].[Na+:11].[OH:1][c:2]1[cH:3][cH:4][c:5]([C:8]#[N:9])[cH:6][cH:7]1.[OH:41][C:42]([CH2:43][C:44]([C:45](=[O:46])[OH:47])([CH2:48][C:49](=[O:50])[OH:51])[OH:52])=[O:53]>>[O:1]([c:2]1[cH:3][cH:4][c:5]([C:8]#[N:9])[cH:6][cH:7]1)[CH2:13][CH2:14][CH2:15][c:16]1[cH:17][c:18]2[c:19]([cH:31][c:32]1[O:33][CH2:34][c:35]1[cH:36][cH:37][cH:38][cH:39][cH:40]1)[CH2:20][CH:21]([CH2:23][CH2:24][c:25]1[cH:26][cH:27][cH:28][cH:29][cH:30]1)[O:22]2. Starting materials: C(CCCCCCCCCCCCCCCCC)O (octadecanol), C(C=C)#N (acrylonitrile), ion. Reagents/catalysts: [OH-].[K+] (potassium hydroxide), [Ni] (Raney nickel), [OH-].[Na+] (sodium hydroxide). Solvent: O (water). Run at temperature 60 celsius, time 1 hour. The product is C(CCCCCCCCCCCCCCCCC)OCCCN (3-octadecyloxypropylamine). The yield is 89.8%. RXN SMILES: [CH2:1]([OH:19])[CH2:2][CH2:3][CH2:4][CH2:5][CH2:6][CH2:7][CH2:8][CH2:9][CH2:10][CH2:11][CH2:12][CH2:13][CH2:14][CH2:15][CH2:16][CH2:17][CH3:18].[C:20](#[N:23])[CH:21]=[CH2:22]>[Ni].[OH-].[K+].[OH-].[Na+].O>[CH2:1]([O:19][CH2:22][CH2:21][CH2:20][NH2:23])[CH2:2][CH2:3][CH2:4][CH2:5][CH2:6][CH2:7][CH2:8][CH2:9][CH2:10][CH2:11][CH2:12][CH2:13][CH2:14][CH2:15][CH2:16][CH2:17][CH3:18] |f:3.4,5.6|. Procedure: An autoclave equipped with a stirrer and a temperature gage was charged with 270.5 g of octadecanol and 0.1 g of potassium hydroxide and the mixture was dehydrated at 120° C. under a vacuum of 2.6 kPa for one hour. Then, the mixture was cooled to 60° C. and 58.4 g of acrylonitrile was introduced into the autoclave over one hour, which was then kept as it was for one hour to complete the reaction. Next, 1.9 g of Raney nickel, 0.3 g of sodium hydroxide and 16.1 g of ion exchange water were introdu... The reactants are CC(=O)C (acetone), Cl (HCl), C(C1=CN=CC=C1)(=O)OCC (ethyl nicotinate), [H-].[Na+] (sodium hydride). Solvent: C1CCOC1 (THF), C1CCOC1 (THF). Product: N1=CC(=CC=C1)C(CC(C)=O)=O (1-Pyridin-3-yl-butane-1,3-dione). Reaction SMILES: [C:1]([O:9]CC)(=O)[C:2]1[CH:7]=[CH:6][CH:5]=[N:4][CH:3]=1.[H-].[Na+].[CH3:14][C:15]([CH3:17])=[O:16].Cl>C1COCC1>[N:4]1[CH:5]=[CH:6][CH:7]=[C:2]([C:1](=[O:9])[CH2:14][C:15](=[O:16])[CH3:17])[CH:3]=1 |f:1.2|. Procedure: A cooled (0° C.) solution of ethyl nicotinate (3.00 g, 2.71 ml, 19.65 mmol) in THF (10 ml) was treated with sodium hydride (60%, 1.572 g, 39.3 mmol) followed by the dropwise addition of a solution of acetone (2.282 g, 39.3 mmol, 2.89 ml) in THF (10 ml). The mixture was heated at reflux for 3 hours and then allowed to cool to RT. The mixture was acidified to ˜pH5 with 2M HCl and partitioned between EtOAc and water. The organic phase was separated and washed with water, brine, dried (MgSO4) filter... RXN SMILES: [CH3:28][CH2:29][OH:30].[N:1](=[O:2])[c:3]1[c:4](-[c:12]2[cH:13][cH:14][cH:15][cH:16][cH:17]2)[nH:5][c:6]2[cH:7][cH:8][cH:9][cH:10][c:11]12.[Na+:19].[Na+:26].[Na+:27].[OH-:18].[S:20]([S:21]([O-:22])=[O:23])([O-:24])=[O:25]>>[NH2:1][c:3]1[c:4](-[c:12]2[cH:13][cH:14][cH:15][cH:16][cH:17]2)[nH:5][c:6]2[cH:7][cH:8][cH:9][cH:10][c:11]12. The reactants are CCO, O=Nc1c(-c2ccccc2)[nH]c2ccccc12, [Na+], [Na+], [Na+], [OH-], O=S([O-])S(=O)[O-]. Yields the product Nc1c(-c2ccccc2)[nH]c2ccccc12. The reactants are C[O-], COC(=Cc1ccc(OC(C)=O)cc1)N=C=O, CO, [Na+]. The product is COC(=Cc1ccc(O)cc1)N=C=O. As a reaction SMILES: [CH3:18][O-:19].[CH3:1][O:2][C:3](=[CH:4][c:5]1[cH:6][cH:7][c:8]([O:11][C:12](=[O:13])[CH3:14])[cH:9][cH:10]1)[N:15]=[C:16]=[O:17].[CH3:21][OH:22].[Na+:20]>>[CH3:1][O:2][C:3](=[CH:4][c:5]1[cH:6][cH:7][c:8]([OH:11])[cH:9][cH:10]1)[N:15]=[C:16]=[O:17].